Dataset: the Open Reaction Database (ORD), a public repository of structured organic reaction records. Task: describe an organic reaction: reactants, conditions, products, and yield Reactants: O=C([O-])O, CCCOC(=O)C1=C(C)NC(C(OC)OC)=C(C(=O)OC)C1c1ccccc1C#N, CC(C)=O, Cl, [Na+]. The product is CCCOC(=O)C1=C(C)NC(C=O)=C(C(=O)OC)C1c1ccccc1C#N. As a reaction SMILES: [C:32](=[O:33])([OH:34])[O-:35].[CH3:1][O:2][CH:3]([C:4]1=[C:5]([C:25](=[O:26])[O:27][CH3:28])[CH:6]([c:17]2[c:18]([C:23]#[N:24])[cH:19][cH:20][cH:21][cH:22]2)[C:7]([C:11](=[O:12])[O:13][CH2:14][CH2:15][CH3:16])=[C:8]([CH3:10])[NH:9]1)[O:29][CH3:30].[CH3:37][C:38](=[O:39])[CH3:40].[ClH:31].[Na+:36]>>[O:2]=[CH:3][C:4]1=[C:5]([C:25](=[O:26])[O:27][CH3:28])[CH:6]([c:17]2[c:18]([C:23]#[N:24])[cH:19][cH:20][cH:21][cH:22]2)[C:7]([C:11](=[O:12])[O:13][CH2:14][CH2:15][CH3:16])=[C:8]([CH3:10])[NH:9]1. Starting materials: [BH4-].[Na+] (sodium borohydride), COC=1C=CC2=C(C(C3=C(CC2)C=CC=C3)=O)C1 (10,11-dihydro-3-methoxy-5H-dibenzo[a,d]cyclohepten-5-one), [OH-].[Na+] (sodium hydroxide). Solvent: C(C)O (ethanol). The product is COC=1C=CC2=C(C(C3=C(CC2)C=CC=C3)O)C1 (10,11-dihydro-3-methoxy-5H-dibenzo[a,d]cyclohepten-5-ol). RXN SMILES: [BH4-].[Na+].[CH3:3][O:4][C:5]1[CH:6]=[CH:7][C:8]2[CH2:14][CH2:13][C:12]3[CH:15]=[CH:16][CH:17]=[CH:18][C:11]=3[C:10](=[O:19])[C:9]=2[CH:20]=1.[OH-].[Na+]>C(O)C>[CH3:3][O:4][C:5]1[CH:6]=[CH:7][C:8]2[CH2:14][CH2:13][C:12]3[CH:15]=[CH:16][CH:17]=[CH:18][C:11]=3[CH:10]([OH:19])[C:9]=2[CH:20]=1 |f:0.1,3.4|. Procedure: In a manner similar to that described in the preceding examples, 0.5 gram (13 millimoles) of sodium borohydride was added to a solution of 1 gram (43 millimoles) of 10,11-dihydro-3-methoxy-5H-dibenzo[a,d]cyclohepten-5-one in 20 milliliters of ethanol with an added drop of 40 percent sodium hydroxide solution and the mixture heated overnight to obtain 10,11-dihydro-3-methoxy-5H-dibenzo[a,d]cyclohepten-5-ol (5-hydroxy intermediate compound) in the reaction mixture. The product is CC1(F)C(O)OC(COC(=O)c2ccccc2)C1OC(=O)c1ccccc1. RXN SMILES: [C:1]([c:2]1[cH:3][cH:4][cH:5][cH:6][cH:7]1)(=[O:8])[O:9][CH2:10][CH:11]1[O:12][C:13](=[O:27])[C:14]([CH3:25])([F:26])[CH:15]1[O:16][C:17]([c:18]1[cH:19][cH:20][cH:21][cH:22][cH:23]1)=[O:24].[C:30]([O:31][Al+2:32])([CH3:33])([CH3:34])[CH3:35].[H-:29].[H-:36].[Li:28]>>[C:1]([c:2]1[cH:3][cH:4][cH:5][cH:6][cH:7]1)(=[O:8])[O:9][CH2:10][CH:11]1[O:12][CH:13]([OH:27])[C:14]([CH3:25])([F:26])[CH:15]1[O:16][C:17]([c:18]1[cH:19][cH:20][cH:21][cH:22][cH:23]1)=[O:24]. Reactants: CC1(F)C(=O)OC(COC(=O)c2ccccc2)C1OC(=O)c1ccccc1, CC(C)(C)O[Al+2], [H-], [H-], [Li].